Task: describe an organic reaction: reactants, conditions, products, and yield. Dataset: the Open Reaction Database (ORD), a public repository of structured organic reaction records The reactants are NC=1NC(C(=C(N1)C=1OCCC1)C#N)=O (2-amino-4-(4,5-dihydro-furan-2-yl)-6-oxo-1,6-dihydro-pyrimidine-5-carbonitrile), Cl.N1=C(C=CC=C1)CCl (2-picolyl chloride hydrochloride), C([O-])([O-])=O.[Cs+].[Cs+] (caesium carbonate). The solvent is CN(C)C=O (DMF). Product: NC1=NC(=C(C(=N1)C=1OCCC1)C#N)OCC1=NC=CC=C1 (2-Amino-4-(4,5-dihydro-furan-2-yl)-6-(pyridin-2-yl-methoxy)-pyrimidine-5-carbonitrile). As a reaction SMILES: [NH2:1][C:2]1[NH:3][C:4](=[O:15])[C:5]([C:13]#[N:14])=[C:6]([C:8]2[O:9][CH2:10][CH2:11][CH:12]=2)[N:7]=1.Cl.[N:17]1[CH:22]=[CH:21][CH:20]=[CH:19][C:18]=1[CH2:23]Cl.C(=O)([O-])[O-].[Cs+].[Cs+]>CN(C=O)C>[NH2:1][C:2]1[N:7]=[C:6]([C:8]2[O:9][CH2:10][CH2:11][CH:12]=2)[C:5]([C:13]#[N:14])=[C:4]([O:15][CH2:23][C:18]2[CH:19]=[CH:20][CH:21]=[CH:22][N:17]=2)[N:3]=1 |f:1.2,3.4.5|. Procedure details: From 2-amino-4-(4,5-dihydro-furan-2-yl)-6-oxo-1,6-dihydro-pyrimidine-5-carbonitrile, 2-picolyl chloride hydrochloride and caesium carbonate in DMF. ES-MS m/e (%): 296 (M+H+, 100). Starting materials: CC1=NN(C(=C1)C(=O)O)CC(F)(F)F (3-methyl-1-(2,2,2-trifluoroethyl)-1H-pyrazole-5-carboxylic acid), NC=1C=C(OC=2C=CC=3N(C2)N=C(N3)NC(=O)C3CC3)C=CC1F (N-[6-(3-amino-4-fluorophenoxy)[1,2,4]triazolo[1,5-a]pyridin-2-yl]cyclopropanecarboxamide), O1CCCC1 (tetrahydrofuran), C(C(=O)Cl)(=O)Cl (oxalyl chloride). Reagents/catalysts: CN(C=O)C (N,N-dimethylformamide). Solvent: CN(C(C)=O)C (N,N-dimethylacetamide). The product is C1(CC1)C(=O)NC1=NN2C(C=CC(=C2)OC=2C=CC(=C(C2)NC(=O)C2=CC(=NN2CC(F)(F)F)C)F)=N1 (N-[5-({2-[(cyclopropylcarbonyl)amino][1,2,4]triazolo[1,5-a]pyridin-6-yl}oxy)-2-fluorophenyl]-3-methyl-1-(2,2,2-trifluoroethyl)-1H-pyrazole-5-carboxamide). Yield: 83.5%. RXN SMILES: [CH3:1][C:2]1[CH:6]=[C:5]([C:7]([OH:9])=O)[N:4]([CH2:10][C:11]([F:14])([F:13])[F:12])[N:3]=1.O1CCCC1.C(Cl)(=O)C(Cl)=O.[NH2:26][C:27]1[CH:28]=[C:29]([CH:46]=[CH:47][C:48]=1[F:49])[O:30][C:31]1[CH:32]=[CH:33][C:34]2[N:35]([N:37]=[C:38]([NH:40][C:41]([CH:43]3[CH2:45][CH2:44]3)=[O:42])[N:39]=2)[CH:36]=1>CN(C)C=O.CN(C)C(=O)C>[CH:43]1([C:41]([NH:40][C:38]2[N:39]=[C:34]3[CH:33]=[CH:32][C:31]([O:30][C:29]4[CH:46]=[CH:47][C:48]([F:49])=[C:27]([NH:26][C:7]([C:5]5[N:4]([CH2:10][C:11]([F:14])([F:13])[F:12])[N:3]=[C:2]([CH3:1])[CH:6]=5)=[O:9])[CH:28]=4)=[CH:36][N:35]3[N:37]=2)=[O:42])[CH2:44][CH2:45]1. Reported procedure: In the same manner as in Example 18-4 and using 3-methyl-1-(2,2,2-trifluoroethyl)-1H-pyrazole-5-carboxylic acid (254 mg, 1.22 mmol), tetrahydrofuran (7 mL), oxalyl chloride (160 μL, 1.83 mmol), N-[6-(3-amino-4-fluorophenoxy)[1,2,4]triazolo[1,5-a]pyridin-2-yl]cyclopropanecarboxamide (200 mg, 0.611 mmol), N,N-dimethylformamide (1 drop) and N,N-dimethylacetamide (3 mL) as starting materials, the title compound (264 mg, 84%) was obtained as a white solid. Starting materials: CC(=O)CC(C)=O, O=Cc1cc([N+](=O)[O-])cc([N+](=O)[O-])c1. The product is CC(=O)C(=Cc1cc([N+](=O)[O-])cc([N+](=O)[O-])c1)C(C)=O. Reaction SMILES: [CH3:15][C:16]([CH2:17][C:18]([CH3:19])=[O:20])=[O:21].[N+:1](=[O:2])([O-:3])[c:4]1[cH:5][c:6]([CH:7]=[O:8])[cH:9][c:10]([N+:12](=[O:13])[O-:14])[cH:11]1>>[N+:1](=[O:2])([O-:3])[c:4]1[cH:5][c:6]([CH:7]=[C:17]([C:16]([CH3:15])=[O:21])[C:18]([CH3:19])=[O:20])[cH:9][c:10]([N+:12](=[O:13])[O-:14])[cH:11]1.